Dataset: the Open Reaction Database (ORD), a public repository of structured organic reaction records. Task: describe an organic reaction: reactants, conditions, products, and yield Starting materials: CC=1C=C2C=CNC2=CC1 (5-methylindole), O (water), [H-].[Na+] (sodium hydride), CC1OC1 ((RS)-methyloxirane). Solvent: O1CCCC1 (tetrahydrofuran), CCOCC (ether). Reaction conditions: time 1 hour. The product is CC=1C=C2C=CN(C2=CC1)CC(C)O ((RS)-1-(5-methyl-indol-1-yl)-propan-2-ol). Yield: 62.7%. As a reaction SMILES: [H-].[Na+].[CH3:3][C:4]1[CH:5]=[C:6]2[C:10](=[CH:11][CH:12]=1)[NH:9][CH:8]=[CH:7]2.[CH3:13][CH:14]1[CH2:16][O:15]1.O>O1CCCC1.CCOCC>[CH3:3][C:4]1[CH:5]=[C:6]2[C:10](=[CH:11][CH:12]=1)[N:9]([CH2:13][CH:14]([OH:15])[CH3:16])[CH:8]=[CH:7]2 |f:0.1|. Procedure: A suspension of 0.26 g of sodium hydride dispersion in 35 ml of tetrahydrofuran was treated with 0.95 g of 5-methylindole at 0° and stirred at this temperature for 1 hour. After the addition of 1 ml of (RS)-methyloxirane the reaction mixture was stirred at room temperature for 48 hours and subsequently treated with water. The mixture was diluted with ether, washed with water and with saturated sodium chloride solution and the organic phase was dried over sodium sulfate. After removal of the solv... Starting materials: COC1=C(CN(S(=O)(=O)C2=CC=C3C(=CN(C3=C2)C)B2OC(C(O2)(C)C)(C)C)C2=NC=NS2)C=CC(=C1)OC (N-(2,4-dimethoxybenzyl)-1-methyl-3-(4,4,5,5-tetramethyl-1,3,2-dioxaborolan-2-yl)-N-(1,2,4-thiadiazol-5-yl)-1H-indole-6-sulfonamide), BrC1=C(C#N)C=C(C=C1)C(F)(F)F (2-bromo-5-(trifluoromethyl)benzonitrile), P(=O)([O-])([O-])[O-].[K+].[K+].[K+] (potassium phosphate). The reagents and catalysts are C1=CC=C(C=C1)P([C-]2C=CC=C2)C3=CC=CC=C3.C1=CC=C(C=C1)P([C-]2C=CC=C2)C3=CC=CC=C3.Cl[Pd]Cl.[Fe+2].C(Cl)Cl (PdCl2(dppf) CH2Cl2). Solvent: CN(C)C=O (DMF). Conditions: temperature 85 celsius. Yields the product C(#N)C1=C(C=CC(=C1)C(F)(F)F)C1=CN(C2=CC(=CC=C12)S(=O)(=O)N(C1=NC=NS1)CC1=C(C=C(C=C1)OC)OC)C (3-(2-cyano-4-(trifluoromethyl)phenyl)-N-(2,4-dimethoxybenzyl)-1-methyl-N-(1,2,4-thiadiazol-5-yl)-1H-indole-6-sulfonamide). Reaction SMILES: [CH3:1][O:2][C:3]1[CH:37]=[C:36]([O:38][CH3:39])[CH:35]=[CH:34][C:4]=1[CH2:5][N:6]([C:29]1[S:33][N:32]=[CH:31][N:30]=1)[S:7]([C:10]1[CH:18]=[C:17]2[C:13]([C:14](B3OC(C)(C)C(C)(C)O3)=[CH:15][N:16]2[CH3:19])=[CH:12][CH:11]=1)(=[O:9])=[O:8].Br[C:41]1[CH:48]=[CH:47][C:46]([C:49]([F:52])([F:51])[F:50])=[CH:45][C:42]=1[C:43]#[N:44].P([O-])([O-])([O-])=O.[K+].[K+].[K+]>C1C=CC(P(C2C=CC=CC=2)[C-]2C=CC=C2)=CC=1.C1C=CC(P(C2C=CC=CC=2)[C-]2C=CC=C2)=CC=1.Cl[Pd]Cl.[Fe+2].C(Cl)Cl.CN(C=O)C>[C:43]([C:42]1[CH:45]=[C:46]([C:49]([F:50])([F:51])[F:52])[CH:47]=[CH:48][C:41]=1[C:14]1[C:13]2[C:17](=[CH:18][C:10]([S:7]([N:6]([CH2:5][C:4]3[CH:34]=[CH:35][C:36]([O:38][CH3:39])=[CH:37][C:3]=3[O:2][CH3:1])[C:29]3[S:33][N:32]=[CH:31][N:30]=3)(=[O:8])=[O:9])=[CH:11][CH:12]=2)[N:16]([CH3:19])[CH:15]=1)#[N:44] |f:2.3.4.5,6.7.8.9.10|. Procedure: A vial was charged with N-(2,4-dimethoxybenzyl)-1-methyl-3-(4,4,5,5-tetramethyl-1,3,2-dioxaborolan-2-yl)-N-(1,2,4-thiadiazol-5-yl)-1H-indole-6-sulfonamide (0.075 g, 0.131 mmol), 2-bromo-5-(trifluoromethyl)benzonitrile (0.082 g, 0.329 mmol). potassium phosphate (0.098 g, 0.460 mmol), and PdCl2(dppf)-CH2Cl2 (10.74 mg, 0.013 mmol). DMF (0.876 ml) was added, and the vial was flushed with Ar, sealed, and heated to 85° C. for two hours. The reaction was diluted with ethyl acetate and washed with water... The reactants are ClCCl, O=C(O)C(F)(F)F, COC(=O)CCC(O)c1ccc(F)cc1. Yields the product O=C1CCC(c2ccc(F)cc2)O1. As a reaction SMILES: [Cl:23][CH2:24][Cl:25].[F:16][C:17]([F:18])([F:19])[C:20]([OH:21])=[O:22].[F:1][c:2]1[cH:3][cH:4][c:5]([CH:8]([CH2:9][CH2:10][C:11]([O:13][CH3:12])=[O:14])[OH:15])[cH:6][cH:7]1>>[F:1][c:2]1[cH:3][cH:4][c:5]([CH:8]2[CH2:9][CH2:10][C:11](=[O:13])[O:15]2)[cH:6][cH:7]1. Starting materials: O[C@@]12[C@]3(CCC(C=C3CC[C@H]1[C@@H]1CCC([C@@]1(C)CC2)=O)=O)C (9α-hydroxyandrostenedione), ClS(=O)(=O)O (chlorosulfonic acid). The product is C[C@@]12C(CC[C@H]1[C@@H]1CCC3=CC(CC[C@]3(C)C1=CC2)=O)=O (androsta-4,9(11)-diene-3,17-dione). Reaction SMILES: O[C@:2]12[CH2:19][CH2:18][C@@:16]3([CH3:17])[C@@H:12]([CH2:13][CH2:14][C:15]3=[O:20])[C@@H:11]1[CH2:10][CH2:9][C:8]1[C@:3]2([CH3:22])[CH2:4][CH2:5][C:6](=[O:21])[CH:7]=1.ClS(O)(=O)=O>>[CH3:17][C@:16]12[CH2:18][CH:19]=[C:2]3[C@@H:11]([CH2:10][CH2:9][C:8]4[C@:3]3([CH3:22])[CH2:4][CH2:5][C:6](=[O:21])[CH:7]=4)[C@@H:12]1[CH2:13][CH2:14][C:15]2=[O:20]. Procedure details: Following the procedure of Example 2 but making noncritical variations 9α-hydroxyandrostenedione (10.00 g.) is reacted with chlorosulfonic acid to give androsta-4,9(11)-diene-3,17-dione, 9.01 g. (90.1% weight yield, 95.7% chemical yield). Run at time 0.5 hour. Reported procedure: Water (200 ml) was added to dl-1,2-bis(4-morpholinomethyl-3,5-dioxopiperazin-1-yl)-propane (4.0 g) obtained in Example 1 and the mixture was stirred at room temperature for 0.5 hours. Then, the mixture was filtered and the filtrate was stirred at room temperature for further 3 hours. The reaction mixture was freezed on a dry ice-acetone bath and the freezed mixture was allowed to stand at room temperature to give an aqueous suspension. Colorless solids, which precipitated in the aqueous suspensi... Solvent: O (Water). The yield is 38.7%. Reaction SMILES: [CH3:1][CH:2]([N:19]1[CH2:26][C:24](=[O:25])[N:23](CN2CCOCC2)[C:21](=[O:22])[CH2:20]1)[CH2:3][N:4]1[CH2:11][C:9](=[O:10])[N:8]([CH2:12][N:13]2[CH2:18][CH2:17][O:16][CH2:15][CH2:14]2)[C:6](=[O:7])[CH2:5]1>O>[O:16]1[CH2:17][CH2:18][N:13]([CH2:12][N:8]2[C:9](=[O:10])[CH2:11][N:4]([CH2:3][CH:2]([N:19]3[CH2:20][C:21](=[O:22])[NH:23][C:24](=[O:25])[CH2:26]3)[CH3:1])[CH2:5][C:6]2=[O:7])[CH2:14][CH2:15]1. Product: O1CCN(CC1)CN1C(CN(CC1=O)CC(C)N1CC(NC(C1)=O)=O)=O (1-(4-Morpholinomethyl-3,5-dioxopiperazin-1-yl)-2-(3,5-dioxopiperazin-1-yl)-propane). The reactants are CC(CN1CC(=O)N(C(=O)C1)CN2CCOCC2)N3CC(=O)N(C(=O)C3)CN4CCOCC4 (dl-1,2-Bis(4-morpholinomethyl-3,5-dioxopiperazin-1-yl)-propane). Starting materials: ClC1=CC(=C(C=C1)C(=O)C1=CC=C(C=C1)F)O ((4-chloro-2-hydroxyphenyl)(4-fluorophenyl)methanone), COC(C=P(C1=CC=CC=C1)(C1=CC=CC=C1)C1=CC=CC=C1)=O (methyl(triphenylphosphoranylidene)acetate), [Cl-].[NH4+] (ammonium chloride). Solvent: C1(=CC=CC=C1)C (toluene). Yields the product ClC1=CC=C2C(=CC(OC2=C1)=O)C1=CC=C(C=C1)F (7-chloro-4-(4-fluorophenyl)-2H-chromen-2-one). As a reaction SMILES: [Cl:1][C:2]1[CH:7]=[CH:6][C:5]([C:8]([C:10]2[CH:15]=[CH:14][C:13]([F:16])=[CH:12][CH:11]=2)=O)=[C:4]([OH:17])[CH:3]=1.C[O:19][C:20](=O)[CH:21]=P(C1C=CC=CC=1)(C1C=CC=CC=1)C1C=CC=CC=1.[Cl-].[NH4+]>C1(C)C=CC=CC=1>[Cl:1][C:2]1[CH:3]=[C:4]2[C:5]([C:8]([C:10]3[CH:15]=[CH:14][C:13]([F:16])=[CH:12][CH:11]=3)=[CH:21][C:20](=[O:19])[O:17]2)=[CH:6][CH:7]=1 |f:2.3|. Procedure details: Under argon atmosphere, a mixture of (4-chloro-2-hydroxyphenyl)(4-fluorophenyl)methanone (1.00 and methyl(triphenylphosphoranylidene)acetate (3.00 g) in toluene (15 mL) was heated under reflux for 15 hours. After cooling, the reaction solution was poured into a saturated aqueous solution of ammonium chloride and the mixture was extracted with ethyl acetate. The organic layer was washed successively with a saturated aqueous solution of sodium bicarbonate and brine, dried over sodium sulfate and c... The reactants are [Na] (sodium), Cl (HCl), C(C)O (ethanol), OC1=CC=C(C=O)C=C1 (4-hydroxybenzaldehyde), C(C)O (ethanol), C(C)O (ethanol), ClCC1=NC2=CC=CC=C2C=C1 (2-chloromethylquinoline). Product: N1=C(C=CC2=CC=CC=C12)C=1C(=C(C=O)C=CC1)OC ((2-quinolinyl)-methoxyl-benzaldehyde). As a reaction SMILES: [Na].O[C:3]1[CH:10]=[CH:9][C:6]([CH:7]=[O:8])=[CH:5][CH:4]=1.ClC[C:13]1[CH:22]=[CH:21][C:20]2[C:15](=[CH:16][CH:17]=[CH:18][CH:19]=2)[N:14]=1.Cl.[CH2:24]([OH:26])C>>[N:14]1[C:15]2[C:20](=[CH:19][CH:18]=[CH:17][CH:16]=2)[CH:21]=[CH:22][C:13]=1[C:4]1[C:5]([O:26][CH3:24])=[C:6]([CH:9]=[CH:10][CH:3]=1)[CH:7]=[O:8] |^1:0|. Reported procedure: To a solution of sodium metal (0.9 g, 39.13 g.a.) in absolute ethanol (50 mL) is added dropwise under nitrogen a solution of 4-hydroxybenzaldehyde (5 g, 40.94 mmole) in absolute ethanol (50 mL). The mixture is gently refluxed for 1 hour and then treated dropwise with a solution of 2-chloromethylquinoline (free base, 7.24 g, 40.76 mmole), freshly prepared from the HCl salt) in ethanol (50 mL). The mixture is refluxed for 24 hours, the solvent is evaporated and the residue is partitioned between w...